This data is from the Open Reaction Database (ORD), a public repository of structured organic reaction records. The task is: describe an organic reaction: reactants, conditions, products, and yield Reactants: COC(=O)N1CC=2N(CC3=C1C=CC=C3)C(=CC2)C(=O)NCC=2C=NC=CC2 (10-(Methoxycarbonyl)-N-(pyridin-3-ylmethyl)-10,11-dihydro-5H-pyrrolo[2,1-c][1,4]benzodiazepine-3-carboxamide), C([O-])([O-])=O.[K+].[K+] (potassium carbonate), Cl (hydrochloric acid), O (Water). Solvent: CO (methanol). Conditions: time 8 hour. The product is N1=CC(=CC=C1)CNC(=O)C1=CC=C2CNC3=C(CN21)C=CC=C3 (N-(3-Pyridinylmethyl)-10,11-dihydro-5H-pyrrolo[2,1-c][1,4]benzodiazepine-3-carboxamide). As a reaction SMILES: COC([N:5]1[C:11]2[CH:12]=[CH:13][CH:14]=[CH:15][C:10]=2[CH2:9][N:8]2[C:16]([C:19]([NH:21][CH2:22][C:23]3[CH:24]=[N:25][CH:26]=[CH:27][CH:28]=3)=[O:20])=[CH:17][CH:18]=[C:7]2[CH2:6]1)=O.C(=O)([O-])[O-].[K+].[K+].O.Cl>CO>[N:25]1[CH:26]=[CH:27][CH:28]=[C:23]([CH2:22][NH:21][C:19]([C:16]2[N:8]3[C:7]([CH2:6][NH:5][C:11]4[CH:12]=[CH:13][CH:14]=[CH:15][C:10]=4[CH2:9]3)=[CH:18][CH:17]=2)=[O:20])[CH:24]=1 |f:1.2.3|. Procedure details: A solution of 10-(methoxycarbonyl)-N-(pyridin-3-ylmethyl)-10,11-dihydro-5H-pyrrolo[2,1-c][1,4]benzodiazepine-3-carboxamide (5 mmol) of Step B in methanol (50 mL) was treated with potassium carbonate and stirred at room temperature overnight. Water was then added to the solution and the pH adjusted to 6 with 6N hydrochloric acid. The solution was extracted with ethyl acetate, and the combined organic layers were dried over anhydrous magnesium sulfate, and evaporated to dryness. The residual oil w... Reactants: OCCC1=CC=C(C#N)C=C1 (4-(2-Hydroxyethyl)benzonitrile), CC(=O)OI1(C=2C=CC=CC2C(=O)O1)(OC(=O)C)OC(=O)C (Dess-Martin reagent), [O-]S(=O)(=S)[O-].[Na+].[Na+] (Na2S2O3). Solvent: C(Cl)Cl (DCM), C(Cl)Cl (DCM). Conditions: time 1 hour. The product is O=CCC1=CC=C(C#N)C=C1 (4-(2-Oxoethyl)benzonitrile). As a reaction SMILES: [OH:1][CH2:2][CH2:3][C:4]1[CH:11]=[CH:10][C:7]([C:8]#[N:9])=[CH:6][CH:5]=1.CC(OI1(OC(C)=O)(OC(C)=O)OC(=O)C2C=CC=CC1=2)=O.[O-]S([O-])(=S)=O.[Na+].[Na+]>C(Cl)Cl>[O:1]=[CH:2][CH2:3][C:4]1[CH:11]=[CH:10][C:7]([C:8]#[N:9])=[CH:6][CH:5]=1 |f:2.3.4|. Procedure: To a solution of 4-(2-Hydroxyethyl)benzonitrile (0.38 g, 2.6 mmol) in DCM (5 mL) was added Dess-Martin reagent (1.7 g, 3.9 mmol). The mixture was allowed to stir at RT for 1 hour. TLC showed no starting material at that point. The reaction was diluted with DCM, worked up with Na2S2O3, washed with sodium bicarbonate, dried over sodium sulfate, and concentrated. The crude 4-(2-Oxoethyl)benzonitrile was used in the next step without further purification.